From a dataset of the Open Reaction Database (ORD), a public repository of structured organic reaction records. describe an organic reaction: reactants, conditions, products, and yield Starting materials: CNC(=O)C1=CC2=CC=C(C=C2C=C1)C(=O)C=1N=CN(C1)C(C1=CC=CC=C1)(C1=CC=CC=C1)C1=CC=CC=C1 (N-methyl-6-[(1-trityl-1H-imidazol-4-yl)carbonyl]-2-naphthamide), C1(CC1)[Mg]Br (cyclopropyl-magnesium bromide). Run in C1CCOC1 (THF). Yields the product C1(CC1)C(C=1C=C2C=CC(=CC2=CC1)C(=O)NC)(C=1N=CNC1)O (6-[Cyclopropyl-hydroxy-(1H-imidazol-4-yl)methyl]-N-methyl-2-naphthamide). Reaction SMILES: [CH3:1][NH:2][C:3]([C:5]1[CH:14]=[CH:13][C:12]2[C:7](=[CH:8][CH:9]=[C:10]([C:15]([C:17]3[N:18]=[CH:19][N:20](C(C4C=CC=CC=4)(C4C=CC=CC=4)C4C=CC=CC=4)[CH:21]=3)=[O:16])[CH:11]=2)[CH:6]=1)=[O:4].[CH:41]1([Mg]Br)[CH2:43][CH2:42]1>C1COCC1>[CH:41]1([C:15]([OH:16])([C:17]2[N:18]=[CH:19][NH:20][CH:21]=2)[C:10]2[CH:11]=[C:12]3[C:7](=[CH:8][CH:9]=2)[CH:6]=[C:5]([C:3]([NH:2][CH3:1])=[O:4])[CH:14]=[CH:13]3)[CH2:43][CH2:42]1. Reported procedure: The similar reaction as described in Example 50-(i) was carried out by using N-methyl-6-[(1-trityl-1H-imidazol-4-yl)carbonyl]-2-naphthamide (500 mg) and cyclopropyl-magnesium bromide in THF (1M; 4 mL) to give the titled compound (332 mg) as colorless powder. RXN SMILES: [CH2:35]1[O:36][CH2:37][CH2:38][O:39][CH2:40]1.[CH2:3]([O:4][C:5]([NH:6][CH:7]([CH3:8])[C:9](=[O:11])[O:17][CH:18]1[CH:19]([Br:10])[C:20]([CH3:30])([CH3:31])[O:21][c:22]2[c:23]1[cH:24][c:25]([C:28]#[N:29])[cH:26][cH:27]2)=[O:12])[c:13]1[cH:14][cH:15][cH:16][cH:32][cH:33]1.[Na+:2].[OH-:1].[OH2:34]>>[O:17]1[CH:18]2[CH:19]1[C:20]([CH3:30])([CH3:31])[O:21][c:22]1[c:23]2[cH:24][c:25]([C:28]#[N:29])[cH:26][cH:27]1. The product is CC1(C)Oc2ccc(C#N)cc2C2OC21. Starting materials: C1COCCO1, CC(NC(=O)OCc1ccccc1)C(=O)OC1c2cc(C#N)ccc2OC(C)(C)C1Br, [Na+], [OH-], O. The reactants are N(=O)[O-].[Na+] (NaNO2), NC1=CC(=C(C#N)C=C1)Cl (4-amino-2-chlorobenzonitrile), Cl[Sn]Cl (SnCl2). The solvent is O (water), C1CCOC1 (THF), Cl (HCl), Cl (HCl). Conditions: temperature -5 celsius, time 2 hour. Yields the product Cl.ClC1=C(C#N)C=CC(=C1)NN (2-Chloro-4-hydrazinobenzonitrile hydrochloride). Reaction SMILES: [NH2:1][C:2]1[CH:9]=[CH:8][C:5]([C:6]#[N:7])=[C:4]([Cl:10])[CH:3]=1.[N:11]([O-])=O.[Na+].Cl[Sn]Cl>C1COCC1.O.Cl>[ClH:10].[Cl:10][C:4]1[CH:3]=[C:2]([NH:1][NH2:11])[CH:9]=[CH:8][C:5]=1[C:6]#[N:7] |f:1.2,7.8|. Reported procedure: 5 g of 4-amino-2-chlorobenzonitrile and 40 ml of concentrated HCl in 30 ml of THF are mixed at -5° C.; 2.26 g of NaNO2 in 30 ml of water are added and the mixture is left stirring for 2 hours, 30 g of SnCl2 ·2H2O in 30 ml of concentrated HCl are then added and stirring is maintained at -5° C. for 30 minutes. The reactants are BrCCc1ccccc1, CC#N, O=c1cc(O)ccn1Cc1cccc(F)c1. Product: O=c1cc(OCCc2ccccc2)ccn1Cc1cccc(F)c1. As a reaction SMILES: [Br:17][CH2:18][CH2:19][c:20]1[cH:21][cH:22][cH:23][cH:24][cH:25]1.[CH3:26][C:27]#[N:28].[F:1][c:2]1[cH:3][c:4]([CH2:5][n:6]2[c:7](=[O:13])[cH:8][c:9]([OH:12])[cH:10][cH:11]2)[cH:14][cH:15][cH:16]1>>[F:1][c:2]1[cH:3][c:4]([CH2:5][n:6]2[c:7](=[O:13])[cH:8][c:9]([O:12][CH2:18][CH2:19][c:20]3[cH:21][cH:22][cH:23][cH:24][cH:25]3)[cH:10][cH:11]2)[cH:14][cH:15][cH:16]1. Starting materials: COC(C1=CC=C(C=C1)OCCCCCCCCCCCCCC)=O (4-(Tetradecyloxy)benzoic acid methyl ester), [OH-].[K+] (potassium hydroxide), Cl (hydrochloric acid). Run in C(C)O (ethyl alcohol), O (water), CO (methyl alcohol), C(Cl)Cl (methylene chloride), O (water), CO (methyl alcohol). Product: C(CCCCCCCCCCCCC)OC1=CC=C(C(=O)O)C=C1 (4-(Tetradecyloxy)benzoic acid). Yield: 99.0%. Reaction SMILES: C[O:2][C:3](=[O:25])[C:4]1[CH:9]=[CH:8][C:7]([O:10][CH2:11][CH2:12][CH2:13][CH2:14][CH2:15][CH2:16][CH2:17][CH2:18][CH2:19][CH2:20][CH2:21][CH2:22][CH2:23][CH3:24])=[CH:6][CH:5]=1.[OH-].[K+].Cl>C(Cl)Cl.O.CO.C(O)C>[CH2:11]([O:10][C:7]1[CH:6]=[CH:5][C:4]([C:3]([OH:25])=[O:2])=[CH:9][CH:8]=1)[CH2:12][CH2:13][CH2:14][CH2:15][CH2:16][CH2:17][CH2:18][CH2:19][CH2:20][CH2:21][CH2:22][CH2:23][CH3:24] |f:1.2|. Procedure details: To 20 g of product from Example 1 is added 9.66 g potassium hydroxide, 160 ml methyl alcohol, 10 ml water and 70 ml ethyl alcohol. The reaction mixture is refluxed for 6.5 hours, during which time an additional 100 ml methyl alcohol and 100 ml water is added. To the cooled reaction mixture is added 1 L of methylene chloride and sufficient concentrated hydrochloric acid to make the reaction pH acidic. The white crystals are collected and dried in vacuo over phosphorus pentoxide to give 19.0 g of ... Reported procedure: To a solution of the compound (76.0 mg, 162 μmol) of Example 42 in ethanol. (2 ml) were added 1 mol/L aqueous solution of lithium hydroxide (567 μl, 567 μmol) and water (1 ml), and the mixture was stirred for 75 minutes at 50° C. After cooling, water was added to the reaction mixture and the insolubles were filtered off. The filtrate was brought to pH4 with 3 mol/L hydrochloric acid. The precipitated crystals were collected by filtration, washed with water, and then air-dried, thereby obtaining ... Reaction conditions: temperature 50 celsius, time 75 minute. Reaction SMILES: [Cl:1][C:2]1[CH:3]=[C:4]2[C:9](=[CH:10][C:11]=1[N:12]1[CH:16]=[C:15]([CH2:17][O:18][C:19](=[O:27])[NH:20][C:21]3[CH:26]=[CH:25][CH:24]=[CH:23][CH:22]=3)[N:14]=[CH:13]1)[N:8]=[C:7]([C:28]([O:30]CC)=[O:29])[C:6](=[O:33])[NH:5]2.[OH-].[Li+].O>C(O)C>[Cl:1][C:2]1[CH:3]=[C:4]2[C:9](=[CH:10][C:11]=1[N:12]1[CH:16]=[C:15]([CH2:17][O:18][C:19](=[O:27])[NH:20][C:21]3[CH:26]=[CH:25][CH:24]=[CH:23][CH:22]=3)[N:14]=[CH:13]1)[N:8]=[C:7]([C:28]([OH:30])=[O:29])[C:6](=[O:33])[NH:5]2 |f:1.2|. Reactants: aqueous solution, [OH-].[Li+] (lithium hydroxide), O (water), ClC=1C=C2NC(C(=NC2=CC1N1C=NC(=C1)COC(NC1=CC=CC=C1)=O)C(=O)OCC)=O (Ethyl 6-Chloro-3,4-dihydro-3-oxo-7-(4-((phenylcarbamoyloxy)methyl)imidazole-1-yl)quinoxaline-2-carboxylate), O (water). Solvent: C(C)O (ethanol). Isolated yield 38.6%. Yields the product ClC=1C=C2NC(C(=NC2=CC1N1C=NC(=C1)COC(NC1=CC=CC=C1)=O)C(=O)O)=O (6-Chloro-3,4-dihydro-3-oxo-7-(4-((phenylcarbamoyloxy)methyl)imidazole-1-yl)quinoxaline-2-carboxylic Acid). Starting materials: BrC1=C(N)C=C(C(=C1C)C)C (2-Bromo-3,4,5-trimethylaniline), OCC(O)CO (glycerol), O=[As](=O)O[As](=O)=O (arsenic oxide), S(O)(O)(=O)=O (sulfuric acid), OCC(O)CO (glycerol). The solvent is O (water), N (ammonia). Run at temperature 100 celsius. The product is BrC=1C(=C(C(=C2C=CC=NC12)C)C)C (8-bromo-5,6,7-trimethylquinoline). Reaction SMILES: [Br:1][C:2]1[C:8]([CH3:9])=[C:7]([CH3:10])[C:6]([CH3:11])=[CH:5][C:3]=1[NH2:4].O[CH2:13][CH:14]([CH2:16]O)O.O=[As](O[As](=O)=O)=O.S(=O)(=O)(O)O>O.N>[Br:1][C:2]1[C:8]([CH3:9])=[C:7]([CH3:10])[C:6]([CH3:11])=[C:5]2[C:3]=1[N:4]=[CH:16][CH:14]=[CH:13]2. Reported procedure: 2-Bromo-3,4,5-trimethylaniline (10.4 g), glycerol (4 equiv) and arsenic oxide (0.75 equiv) were stirred and heated to 100° C. Concentrated sulfuric acid (60% w/w of the glycerol) was added to the mixture dropwise. After heating at 130° C. for 4 hr, the cooled mixture was diluted with water and neutralised with aqueous ammonia. The solid was filtered off, washed with water and dried in air. Purification by column chromatography over alumina with dichloromethane elution gave 8-bromo-5,6,7-trimethy... The reactants are BrC=1C=CC(=C(C1)[C@@]1(CS(CC(N1CC1=C(C=C(C=C1)OC)OC)=O)(=O)=O)C)F ((R)-5-(5-bromo-2-fluoro-phenyl)-4-(2,4-dimethoxy-benzyl)-5-methyl-1,1-dioxo-1λ6-thiomorpholin-3-one), FC(C(=O)O)(F)F (trifluoroacetic acid), C(=O)([O-])[O-].[Na+].[Na+] (Na2CO3). Conditions: temperature 23 celsius, time 16 hour. Yields the product BrC=1C=CC(=C(C1)[C@@]1(CS(CC(N1)=O)(=O)=O)C)F ((R)-5-(5-bromo-2-fluoro-phenyl)-5-methyl-1,1-dioxo-1λ6-thiomorpholin-3-one). The yield is 66.9%. As a reaction SMILES: [Br:1][C:2]1[CH:3]=[CH:4][C:5]([F:29])=[C:6]([C@@:8]2([CH3:28])[N:13](CC3C=CC(OC)=CC=3OC)[C:12](=[O:25])[CH2:11][S:10](=[O:27])(=[O:26])[CH2:9]2)[CH:7]=1.FC(F)(F)C(O)=O.C([O-])([O-])=O.[Na+].[Na+]>>[Br:1][C:2]1[CH:3]=[CH:4][C:5]([F:29])=[C:6]([C@@:8]2([CH3:28])[NH:13][C:12](=[O:25])[CH2:11][S:10](=[O:27])(=[O:26])[CH2:9]2)[CH:7]=1 |f:2.3.4|. Procedure: A mixture of (R)-5-(5-bromo-2-fluoro-phenyl)-4-(2,4-dimethoxy-benzyl)-5-methyl-1,1-dioxo-1λ6-thiomorpholin-3-one (251 mg, 516 μmol, Eq: 1.00) and trifluoroacetic acid (5.88 g, 3.98 ml, 51.6 mmol, Eq: 100) was stirred at 23° C. for 16 hours. Poured into 1 M Na2CO3-sol. and extracted twice with ethyl acetate. The combined organic layers were dried over Na2SO4, filtered and evaporated. The residue was chromatographed on 5 g silica gel with dichloromethane/ethyl acetate 9:1 to give (R)-5-(5-bromo-2-... Starting materials: intermediate 19, FC1=C(C=C(C=C1)C)O (2-fluoro-5-methyl-phenol), COC(C(CC1CCCC1)Br)=O (2-bromo-3-cyclopentyl-propionic acid methyl ester), ClC=1C(N(N=CC1Cl)C1OCCCC1)=O (4,5-dichloro-2-(tetrahydropyran-2-yl)-2H-pyridazin-3-one), ClC=1C(N(N=CC1Cl)C1OCCCC1)=O (4,5-dichloro-2-(tetrahydropyran-2-yl)-2H-pyridazin-3-one), COC(C(CC1CCCC1)Br)=O (2-bromo-3-cyclopentyl-propionic acid methyl ester). The product is C1(CCCC1)CC(C(=O)O)N1N=CC(=CC1=O)OC1=C(C=CC(=C1)C)F (3-cyclopentyl-2-[4-(2-fluoro-5-methyl-phenoxy)-6-oxo-6H-pyridazin-1-yl]-propionic acid). RXN SMILES: Cl[C:2]1[C:3](=[O:15])[N:4](C2CCCCO2)[N:5]=[CH:6][C:7]=1Cl.[F:16][C:17]1[CH:22]=[CH:21][C:20]([CH3:23])=[CH:19][C:18]=1[OH:24].C[O:26][C:27](=[O:36])[CH:28](Br)[CH2:29][CH:30]1[CH2:34][CH2:33][CH2:32][CH2:31]1>>[CH:30]1([CH2:29][CH:28]([N:4]2[C:3](=[O:15])[CH:2]=[C:7]([O:24][C:18]3[CH:19]=[C:20]([CH3:23])[CH:21]=[CH:22][C:17]=3[F:16])[CH:6]=[N:5]2)[C:27]([OH:26])=[O:36])[CH2:34][CH2:33][CH2:32][CH2:31]1. Procedure: In an analogous manner to the stepwise sequence outlined in intermediate 19, starting from 4,5-dichloro-2-(tetrahydropyran-2-yl)-2H-pyridazin-3-one (Intermediate 20) and 2-fluoro-5-methyl-phenol and alkylating with 2-bromo-3-cyclopentyl-propionic acid methyl ester (Intermediate 10) afforded 3-cyclopentyl-2-[4-(2-fluoro-5-methyl-phenoxy)-6-oxo-6H-pyridazin-1-yl]-propionic acid as a white solid (14.5 g, 74% for the final step); LC-MS: 361 [M+1]+, tR=5.20 min. Purity on HPLC: 98.2% (214 nm), 98.9% ...